From a dataset of the Open Reaction Database (ORD), a public repository of structured organic reaction records. describe an organic reaction: reactants, conditions, products, and yield Reactants: C(C)(C)(C)OC(=O)C=1OC2=C(C1C)C(=C(C=C2)CO)O (4-hydroxy-5-hydroxymethyl-3-methyl-benzofuran-2-carboxylic acid tert-butyl ester), IC (iodomethane), C(=O)([O-])[O-].[K+].[K+] (K2CO3). The solvent is CN(C)C=O (DMF). Reaction conditions: time 8 hour. Product: C(C)(C)(C)OC(=O)C=1OC2=C(C1C)C(=C(C=C2)CO)OC (4-methoxy-5-hydroxymethyl-3-methyl-benzofuran-2-carboxylic acid tert-butyl ester). Isolated yield 100.2%. Reaction SMILES: [C:1]([O:5][C:6]([C:8]1[O:9][C:10]2[CH:17]=[CH:16][C:15]([CH2:18][OH:19])=[C:14]([OH:20])[C:11]=2[C:12]=1[CH3:13])=[O:7])([CH3:4])([CH3:3])[CH3:2].IC.[C:23]([O-])([O-])=O.[K+].[K+]>CN(C=O)C>[C:1]([O:5][C:6]([C:8]1[O:9][C:10]2[CH:17]=[CH:16][C:15]([CH2:18][OH:19])=[C:14]([O:20][CH3:23])[C:11]=2[C:12]=1[CH3:13])=[O:7])([CH3:4])([CH3:2])[CH3:3] |f:2.3.4|. Procedure details: To 190 mg of 4-hydroxy-5-hydroxymethyl-3-methyl-benzofuran-2-carboxylic acid tert-butyl ester was added 1 mL of iodomethane, 200 mg of K2CO3 and 3 mL of DMF. The mixture was stirred at room temperature overnight. The reaction mixture was washed with brine and extracted with ethyl acetate. The combined ethyl acetate solution was washed with brine. Removal of the solvent gave 200 mg of 4-methoxy-5-hydroxymethyl-3-methyl-benzofuran-2-carboxylic acid tert-butyl ester as a pale yellow oil. The reactants are C(#N)C1=C(N)C=C(C=C1)[N+](=O)[O-] (2-cyano-5-nitroaniline), [I-].CN(N(C)C)C (tetramethylhydrazine iodide), sodium t-pentoxide. The solvent is CS(=O)C (dimethylsulfoxide). Reaction conditions: time 12 hour. Product: C(#N)C1(C(C=C(C=C1)[N+](=O)[O-])N)N (2-cyano-5-nitro-phenylenediamine). Yield: 52.8%. As a reaction SMILES: [C:1]([C:3]1[CH:9]=[CH:8][C:7]([N+:10]([O-:12])=[O:11])=[CH:6][C:4]=1[NH2:5])#[N:2].[I-].C[N:15](C)N(C)C>CS(C)=O>[C:1]([C:3]1([NH2:15])[CH:9]=[CH:8][C:7]([N+:10]([O-:12])=[O:11])=[CH:6][CH:4]1[NH2:5])#[N:2] |f:1.2|. Procedure: To a solution of 2-cyano-5-nitroaniline (435 mg, 2.67 mmol) in dimethylsulfoxide (25 ml) was added tetramethylhydrazine iodide (534 mg, 2.67 mmol) and sodium t-pentoxide (880 mg, 8.01 mmol). The mixture was stirred at room temperature for 12 hrs., the reaction was quenched with 10% HCl. Precipitated solids were filtered and the remaining solution was extracted with ethyl acetate, the solvent was evaporated and chromatography of the resulting solid on silica gel (25%EtOAc/Hexane) gave the desired... The reactants are ClC1=CC=C(C(=O)C=2C(=C3C(=NC2)N(N=C3)CC)ON=C(C)C)C=C1 (5-(4-chlorobenzoyl)-1-ethyl-4-isopropylideneaminooxy-1H-pyrazolo-[3,4-b]pyridine), Cl.C(C)O (hydrochloric acid ethanol), O (water). Run in CCOCC (ether). The product is ClC1=CC=C(C=C1)C1=NOC2=C3C(=NC=C21)N(N=C3)CC (3-(4-Chlorophenyl)-6-ethyl-6H-isoxazolo[5,4-d]pyrazolo[3,4-b]pyridine). Isolated yield 43.9%. RXN SMILES: [Cl:1][C:2]1[CH:25]=[CH:24][C:5]([C:6]([C:8]2[C:9]([O:19][N:20]=C(C)C)=[C:10]3[CH:16]=[N:15][N:14]([CH2:17][CH3:18])[C:11]3=[N:12][CH:13]=2)=O)=[CH:4][CH:3]=1.Cl.C(O)C.O>CCOCC>[Cl:1][C:2]1[CH:25]=[CH:24][C:5]([C:6]2[C:8]3[C:9](=[C:10]4[CH:16]=[N:15][N:14]([CH2:17][CH3:18])[C:11]4=[N:12][CH:13]=3)[O:19][N:20]=2)=[CH:4][CH:3]=1 |f:1.2|. Reported procedure: 5-(4-chlorobenzoyl)-1-ethyl-4-isopropylideneaminooxy-1H-pyrazolo-[3,4-b]pyridine (3.54 g) was refluxed for 2 hours in 75 ml of 2:1 5% hydrochloric acid/ethanol. The reaction mixture was distributed between water and ether and then the ether layer was washed with 5% sodium hydroxide. Evaporation of the ether gave 1.30 g of product. An analytical sample was recrystallized from hexane which had mp 195°-197° C. Reactants: CC1=CNC2=[N+](C=CC=C21)[O-] (3-methyl-1H-pyrrolo[2,3-b]pyridine 7-oxide), C([O-])([O-])=O.[Na+].[Na+] (sodium carbonate), C(Cl)(Cl)Cl (chloroform), ethyl acetate ice water. Run in P(=O)(Cl)(Cl)Cl (phosphoryl chloride). Product: ClC1=C2C(=NC=C1)NC=C2C (4-Chloro-3-methyl-1H-pyrrolo[2,3-b]pyridine). Reaction SMILES: [CH3:1][C:2]1[C:10]2[C:5](=[N+:6]([O-])[CH:7]=[CH:8][CH:9]=2)[NH:4][CH:3]=1.C(Cl)(Cl)[Cl:13].C(=O)([O-])[O-].[Na+].[Na+]>P(Cl)(Cl)(Cl)=O>[Cl:13][C:9]1[CH:8]=[CH:7][N:6]=[C:5]2[NH:4][CH:3]=[C:2]([CH3:1])[C:10]=12 |f:2.3.4|. Procedure: 1.00 g (6.75 mmol) of 3-methyl-1H-pyrrolo[2,3-b]pyridine 7-oxide (from example XXXVII) is suspended in 5 ml of phosphoryl chloride. 2 ml of chloroform are then added, and the mixture is heated under reflux overnight. The mixture is allowed to cool to RT and poured into ethyl acetate/ice water. Solid sodium carbonate is then added. The phases are separated and the aqueous phase is washed with ethyl acetate. The organic phases are dried over sodium sulfate and concentrated. The residue is purified... Starting materials: BrC1=C2CCC(N(C2=CC(=C1)OC)C1=C(C=CC=C1Cl)Cl)=O (5-bromo-1-(2,6-dichlorophenyl)-3,4-dihydro-7-methoxy-2(1H)-quinolinone), BrC1=C2CCC(N(C2=CC(=C1)OC)C1=C(C=CC=C1Cl)Cl)=O (5-bromo-1-(2,6-dichlorophenyl)-3,4-dihydro-7-methoxy-2(1H)-quinolinone), FC1=C(C=CC(=C1)F)B(O)O (2,4-difluorophenylboronic acid), C(=O)([O-])[O-].[Na+].[Na+] (Na2CO3). Reagents/catalysts: C=1C=CC(=CC1)[P](C=2C=CC=CC2)(C=3C=CC=CC3)[Pd]([P](C=4C=CC=CC4)(C=5C=CC=CC5)C=6C=CC=CC6)([P](C=7C=CC=CC7)(C=8C=CC=CC8)C=9C=CC=CC9)[P](C=1C=CC=CC1)(C=1C=CC=CC1)C=1C=CC=CC1 (Pd(Ph3P)4). The solvent is C1(=CC=CC=C1)C (toluene), CCO (EtOH). Reaction conditions: time 3.5 hour. The product is ClC1=C(C(=CC=C1)Cl)N1C(CCC2=C(C=C(C=C12)OC)C1=C(C=C(C=C1)F)F)=O (1-(2,6-Dichlorophenyl)-5-(2,4-difluorophenyl)-3,4-dihydro-7-methoxy-2(1H)-quinolinone). Reaction SMILES: Br[C:2]1[CH:11]=[C:10]([O:12][CH3:13])[CH:9]=[C:8]2[C:3]=1[CH2:4][CH2:5][C:6](=[O:22])[N:7]2[C:14]1[C:19]([Cl:20])=[CH:18][CH:17]=[CH:16][C:15]=1[Cl:21].[F:23][C:24]1[CH:29]=[C:28]([F:30])[CH:27]=[CH:26][C:25]=1B(O)O.C([O-])([O-])=O.[Na+].[Na+]>C1(C)C=CC=CC=1.CCO.C1C=CC([P]([Pd]([P](C2C=CC=CC=2)(C2C=CC=CC=2)C2C=CC=CC=2)([P](C2C=CC=CC=2)(C2C=CC=CC=2)C2C=CC=CC=2)[P](C2C=CC=CC=2)(C2C=CC=CC=2)C2C=CC=CC=2)(C2C=CC=CC=2)C2C=CC=CC=2)=CC=1>[Cl:21][C:15]1[CH:16]=[CH:17][CH:18]=[C:19]([Cl:20])[C:14]=1[N:7]1[C:8]2[C:3](=[C:2]([C:27]3[CH:26]=[CH:25][C:24]([F:23])=[CH:29][C:28]=3[F:30])[CH:11]=[C:10]([O:12][CH3:13])[CH:9]=2)[CH2:4][CH2:5][C:6]1=[O:22] |f:2.3.4,^1:53,55,74,93|. Reported procedure: A A mixture of 24 mg of 5-bromo-1-(2,6-dichlorophenyl)-3,4-dihydro-7-methoxy-2(1H)-quinolinone (INTERMEDIATE 1), 28 mg of 2,4-difluorophenylboronic acid, 3 mg of Pd(Ph3P)4, and 0.15 mL of a 1M aqueous Na2CO3 solution in 2 mL of toluene and 0.2 mL of EtOH in a 10 mL flask equipped with a reflux condenser was evacuated and purged three times with Ar. The mixture was heated to reflux and stirred at this temperature for 3.5 h, then cooled and diluted with 15 mL EtOAc and 10 mL of saturated aqueous N... Starting materials: [Cl-].C1(=CC=CC=C1)[N+]#N (phenyldiazonium chloride), Cl (hydrochloric acid), N1=CC=CC=C1 (pyridine), C(CC#N)#N (malononitrile), C1(=CC=C(C=C1)S(=O)(=O)Cl)C (para-toluenesulfonic acid chloride). Run at time 5 hour. Product: C1(=CC=CC=C1)N1N=C(C(=N1)C#N)N (2-phenyl-4-cyano-5-amino-1,2,3-triazole). As a reaction SMILES: [Cl-].[C:2]1([N+:8]#[N:9])[CH:7]=[CH:6][CH:5]=[CH:4][CH:3]=1.[C:10](#[N:14])[CH2:11][C:12]#[N:13].C1(C)C=CC(S(Cl)(=O)=O)=CC=1.Cl.[N:27]1C=CC=CC=1>>[C:2]1([N:8]2[N:27]=[C:11]([C:12]#[N:13])[C:10]([NH2:14])=[N:9]2)[CH:7]=[CH:6][CH:5]=[CH:4][CH:3]=1 |f:0.1|. Reported procedure: 20 Parts phenylazo-malonic dinitrile prepared by coupling phenyldiazonium chloride with malononitrile and 12.5 parts hydroxylaminochlorohydrate are suspended in 100 parts pyridine. 33.7 parts para-toluenesulfonic acid chloride are added thereto with ice cooling and stirred at room temperature from 5 hours. Then the mixture is adjusted with concentrated hydrochloric acid, extracted with 100 parts methylene chloride and the organic phase dried with the solvent being separated by distillation. The ... Reactants: ClC=1C(=C(C=CC1)[C@H]1[C@@H](N[C@H]([C@]1(C#N)C1=C(C=C(C=C1)Cl)F)CC(C)(C)C)C(=O)NC1(CCN(CC1)C(=O)OC(C)(C)C)C)F (racemic tert-butyl 4-((2R,3S,4R,5S)-3-(3-chloro-2-fluorophenyl)-4-(4-chloro-2-fluorophenyl)-4-cyano-5-neopentylpyrrolidine-2-carboxamido)-4-methylpiperidine-1-carboxylate), FC(C(=O)O)(F)F (TRIFLUOROACETIC ACID). The solvent is ClCCl (dichloromethane). Conditions: time 2.5 hour. Yields the product CC1(CCNCC1)NC(=O)C1NC(C(C1C1=C(C(=CC=C1)Cl)F)(C#N)C1=C(C=C(C=C1)Cl)F)CC(C)(C)C (rac-(2R,3S,4R,5S)-4-(4-Chloro-2-fluoro-phenyl)-3-(3-chloro-2-fluoro-phenyl)-4-cyano-5-(2,2-dimethyl-propyl)-pyrrolidine-2-carboxylic acid (4-methyl-piperidin-4-yl)-amide). Reaction SMILES: [Cl:1][C:2]1[C:3]([F:45])=[C:4]([C@@H:8]2[C@:12]([C:15]3[CH:20]=[CH:19][C:18]([Cl:21])=[CH:17][C:16]=3[F:22])([C:13]#[N:14])[C@H:11]([CH2:23][C:24]([CH3:27])([CH3:26])[CH3:25])[NH:10][C@H:9]2[C:28]([NH:30][C:31]2([CH3:44])[CH2:36][CH2:35][N:34](C(OC(C)(C)C)=O)[CH2:33][CH2:32]2)=[O:29])[CH:5]=[CH:6][CH:7]=1.FC(F)(F)C(O)=O>ClCCl>[CH3:44][C:31]1([NH:30][C:28]([CH:9]2[CH:8]([C:4]3[CH:5]=[CH:6][CH:7]=[C:2]([Cl:1])[C:3]=3[F:45])[C:12]([C:15]3[CH:20]=[CH:19][C:18]([Cl:21])=[CH:17][C:16]=3[F:22])([C:13]#[N:14])[CH:11]([CH2:23][C:24]([CH3:27])([CH3:26])[CH3:25])[NH:10]2)=[O:29])[CH2:36][CH2:35][NH:34][CH2:33][CH2:32]1. Procedure: To a stirred solution of racemic tert-butyl 4-((2R,3S,4R,5S)-3-(3-chloro-2-fluorophenyl)-4-(4-chloro-2-fluorophenyl)-4-cyano-5-neopentylpyrrolidine-2-carboxamido)-4-methylpiperidine-1-carboxylate (27.0 mg, 0.0407 mmol, example 386) in dichloromethane (3 mL) was added TRIFLUOROACETIC ACID (4.44 g, 3 mL) and the reaction mixture was stirred at 0˜5 C for 2.5 hrs. The solvent was removed in vacuum and residue was dissolved in CH2Cl2 (80 mL), washed with sat Na2CO3 (15 mL), water (2×15 mL) and evapor...